From a dataset of the Open Reaction Database (ORD), a public repository of structured organic reaction records. describe an organic reaction: reactants, conditions, products, and yield Reactants: O=c1c2cc(Br)ccc2ccc2ncc(Cl)cc12, O=C([O-])[O-], CS(C)=O, I[Cu]I, [K+], [K+], Cc1cccnc1CN, O=C(O)C1CCCN1. RXN SMILES: [Br:1][c:2]1[cH:3][cH:4][c:5]2[c:6]([c:7](=[O:17])[c:8]3[c:9]([n:10][cH:11][c:12]([Cl:14])[cH:13]3)[cH:15][cH:16]2)[cH:18]1.[C:28](=[O:29])([O-:30])[O-:31].[CH3:45][S:46](=[O:47])[CH3:48].[Cu:42]([I:43])[I:44].[K+:32].[K+:33].[NH2:19][CH2:20][c:21]1[n:22][cH:23][cH:24][cH:25][c:26]1[CH3:27].[NH:34]1[CH2:35][CH2:36][CH2:37][CH:38]1[C:39]([OH:40])=[O:41]>>[c:2]1([NH:19][CH2:20][c:21]2[n:22][cH:23][cH:24][cH:25][c:26]2[CH3:27])[cH:3][cH:4][c:5]2[c:6]([c:7](=[O:17])[c:8]3[c:9]([n:10][cH:11][c:12]([Cl:14])[cH:13]3)[cH:15][cH:16]2)[cH:18]1. Yields the product Cc1cccnc1CNc1ccc2ccc3ncc(Cl)cc3c(=O)c2c1. Reaction conditions: time 30 minute. Product: C1(C=CC=C1)C(C)C1=CC=CC=C1 (1-cyclopentadienyl-1-phenylethane). The solvent is CCOCC (ether), CCOCC (ether). Reaction SMILES: [Li][C@H]1CC(C(O)=O)N([Li])C1=O.[Li]CCCC.[CH3:17][C:18]([C:24]1[CH:29]=[CH:28][CH:27]=[CH:26][CH:25]=1)=[C:19]1[CH:23]=[CH:22][CH:21]=[CH:20]1.O>CCOCC>[CH:19]1([CH:18]([C:24]2[CH:25]=[CH:26][CH:27]=[CH:28][CH:29]=2)[CH3:17])[CH:23]=[CH:22][CH:21]=[CH:20]1. Reported procedure: To a solution of 1.5 g of dilithio (s)-(-)-2-pyrrolidone-5-carboxylic acid (12 mmol) in 40 mL of ether was added 16 mL of n-BuLi (1.6M solution in hexanes, 25 mmol) at 0° C. This solution was stirred for 30 min at room temperature. 6-Methyl-6-phenylfulvene, 1.0 g,(6 mmol) in 5 mL of ether was added dropwise at -78° C. and the color of the reaction mixture turned green. The resulting solution was stirred for 7 h at -78° C. and the color of the reaction mixture turned yellow. Water, 25 mL, was add... Reactants: [Li][C@@H]1C(N(C(C1)C(=O)O)[Li])=O (dilithio (s)-(-)-2-pyrrolidone-5-carboxylic acid), [Li]CCCC (n-BuLi), CC(=C1C=CC=C1)C1=CC=CC=C1 (6-Methyl-6-phenylfulvene), O (Water). Yield: 99.0%. The reactants are C(C)(C)(C)OC(=O)N1CCNCCC1 ([1,4]diazepane-1-carboxylic acid tert-butyl ester), CCN(C(C)C)C(C)C (DIPEA), BrC1=C(C(=O)O)C=CC=C1 (2-bromo-benzoic acid), CCN=C=NCCCN(C)C (EDCI), C=1C=CC2=C(C1)N=NN2O (HOBT). The solvent is O (water), CN(C)C=O (DMF). Conditions: time 2 minute. The product is C(C)(C)(C)OC(=O)N1CCN(CCC1)C(C1=C(C=CC=C1)Br)=O (4-(2-bromo-benzoyl)-[1,4]diazepane-1-carboxylic acid tert-butyl ester). The yield is 277.6%. Reaction SMILES: CCN(C(C)C)C(C)C.[Br:10][C:11]1[CH:19]=[CH:18][CH:17]=[CH:16][C:12]=1[C:13]([OH:15])=O.CCN=C=NCCCN(C)C.C1C=CC2N(O)N=NC=2C=1.[C:41]([O:45][C:46]([N:48]1[CH2:54][CH2:53][CH2:52][NH:51][CH2:50][CH2:49]1)=[O:47])([CH3:44])([CH3:43])[CH3:42]>CN(C=O)C.O>[C:41]([O:45][C:46]([N:48]1[CH2:54][CH2:53][CH2:52][N:51]([C:13](=[O:15])[C:12]2[CH:16]=[CH:17][CH:18]=[CH:19][C:11]=2[Br:10])[CH2:50][CH2:49]1)=[O:47])([CH3:44])([CH3:42])[CH3:43]. Reported procedure: DIPEA (460 mg, 0.63 mL, 3.68 mmol) was added dropwise to 2-bromo-benzoic acid (370 mg, 1.84 mmol) in DMF (4 mL). This was followed by the addition of EDCI (423 mg, 2.2 mmol) and HOBT (298 mg, 2.2 mmol). After 2 minutes of stirring, [1,4]diazepane-1-carboxylic acid tert-butyl ester (150 mg, 0.47 mmol) was added. The resulting mixture was stirred at room temperature overnight. Cold water was then added and extracted with ethyl acetate. The organic layer was washed with brine, dried over Na2SO4, an... Starting materials: BrC=1C(=NC=C(N1)Br)NCC(=O)O (2-((3,5-dibromopyrazin-2-yl)amino)acetic acid), C(C)N (ethylamine), P(O)(O)(O)=O (phosphoric acid). Run in O (water). Conditions: temperature 90 celsius. Product: BrC1=CN=C2C(=N1)N(C(CN2)=O)CC (7-bromo-1-ethyl-3,4-dihydropyrazino[2,3-b]pyrazin-2(1H)-one). Reaction SMILES: Br[C:2]1[C:3]([NH:9][CH2:10][C:11]([OH:13])=O)=[N:4][CH:5]=[C:6]([Br:8])[N:7]=1.[CH2:14]([NH2:16])[CH3:15].P(=O)(O)(O)O>O>[Br:8][C:6]1[N:7]=[C:2]2[N:16]([CH2:14][CH3:15])[C:11](=[O:13])[CH2:10][NH:9][C:3]2=[N:4][CH:5]=1. Procedure: The 2-((3,5-dibromopyrazin-2-yl)amino)acetic acid and ethylamine (4 equiv, 70 wt % solution) were combined in water and the mixture was stirred at 90° C. The reaction mixture was cooled to 80° C. and treated with phosphoric acid (4 equiv), and the mixture was cooled to room temperature and the solids were collected by filtration. The product was dried to obtain 7-bromo-1-ethyl-3,4-dihydropyrazino[2,3-b]pyrazin-2(1H)-one as a solid. MS (ESI) m/z 256.9 Starting materials: BrC1=NC=C(C=C1)OCOC (2-bromo-5-methoxymethoxy-pyridine), N (ammonia), [Cu]C#N (copper(I)cyanide), C(C)(C)(C)[Mg]Cl (tert-butylmagnesium chloride). Solvent: C1CCOC1 (THF), C1CCOC1 (THF). Conditions: time 40 minute. Product: C(C)(C)(C)C1=NC=C(C=C1)OCOC (2-tert-Butyl-5-methoxymethoxy-pyridine). As a reaction SMILES: [Cu]C#N.[C:4]([Mg]Cl)([CH3:7])([CH3:6])[CH3:5].Br[C:11]1[CH:16]=[CH:15][C:14]([O:17][CH2:18][O:19][CH3:20])=[CH:13][N:12]=1.N>C1COCC1>[C:4]([C:11]1[CH:16]=[CH:15][C:14]([O:17][CH2:18][O:19][CH3:20])=[CH:13][N:12]=1)([CH3:7])([CH3:6])[CH3:5]. Procedure: 6.69 g (74.7 mmol) copper(I)cyanide in 15 ml dry THF was cooled to −75° C., where 149 ml (149 mmol) of a 1M tert-butylmagnesium chloride solution was added drop-wise. Stirring was continued for 40 min. After that, 4.07 g (18.67 mmol) 2-bromo-5-methoxymethoxy-pyridine (Zhong, W. et al. WO2008147547) dissolved in 30 ml dry THF were added drop-wise. The reaction mixture was stirred at −75° C. for 1 h and then allowed to reach room temperature, where stirring was continued for another 6 h. Then 30 m... The reactants are FC1=C(OC2=C(C=CC=3NN=NC32)C=3C2=C(C(N(C3)C)=O)N(C=C2)S(=O)(=O)C2=CC=C(C=C2)C)C=CC(=C1)F (4-[4-(2,4-difluorophenoxy)-1H-1,2,3-benzotriazol-5-yl]-6-methyl-1-[(4-methylphenyl)sulfonyl]-1,6-dihydro-7H-pyrrolo[2,3-c]pyridin-7-one), [OH-].[Na+] (sodium hydroxide), O (water). Run in C(C)O (ethanol). Run at temperature 20 celsius, time 15 hour. Yields the product FC1=C(OC2=C(C=CC=3NN=NC32)C=3C2=C(C(N(C3)C)=O)NC=C2)C=CC(=C1)F (4-[4-(2,4-Difluorophenoxy)-1H-1,2,3-benzotriazol-5-yl]-6-methyl-1,6-dihydro-7H-pyrrolo[2,3-c]pyridin-7-one). Isolated yield 57.0%. As a reaction SMILES: [F:1][C:2]1[CH:38]=[C:37]([F:39])[CH:36]=[CH:35][C:3]=1[O:4][C:5]1[C:13]2[N:12]=[N:11][NH:10][C:9]=2[CH:8]=[CH:7][C:6]=1[C:14]1[C:15]2[CH:24]=[CH:23][N:22](S(C3C=CC(C)=CC=3)(=O)=O)[C:16]=2[C:17](=[O:21])[N:18]([CH3:20])[CH:19]=1.[OH-].[Na+].O>C(O)C>[F:1][C:2]1[CH:38]=[C:37]([F:39])[CH:36]=[CH:35][C:3]=1[O:4][C:5]1[C:13]2[N:12]=[N:11][NH:10][C:9]=2[CH:8]=[CH:7][C:6]=1[C:14]1[C:15]2[CH:24]=[CH:23][NH:22][C:16]=2[C:17](=[O:21])[N:18]([CH3:20])[CH:19]=1 |f:1.2|. Procedure details: A solution of 4-[4-(2,4-difluorophenoxy)-1H-1,2,3-benzotriazol-5-yl]-6-methyl-1-[(4-methylphenyl)sulfonyl]-1,6-dihydro-7H-pyrrolo[2,3-c]pyridin-7-one (32 mg, 0.058 mmol) in ethanol (3.4 mL) was treated with 3.0 M sodium hydroxide in water (195 μL, 0.584 mmol) and stirred at 20° C. for 15 h. The reaction mixture was purified via preparative LCMS (XBridge C18 column, eluting with a gradient of acetonitrile/water 0.1% ammonium hydroxide, at flow rate of 60 mL/min) to give the desired product (13 mg...